Dataset: the Open Reaction Database (ORD), a public repository of structured organic reaction records. Task: describe an organic reaction: reactants, conditions, products, and yield Starting materials: [H-].[Na+] (sodium hydride), CCCCCC (hexane), C(C1=CC=CC=C1)N1CCN(CC1)C1=NC=C(C(=N1)C)C(=O)NCC (2-(4-benzylpiperazino)-N-ethyl-4-methylpyrimidine-5-carboxylic acid amide). Run in CN(C=O)C (N,N-dimethylformamide), CN(C=O)C (DMF). Yields the product C(C)N1C(C2=C(N=C(N=C2)N2CCN(CC2)CC2=CC=CC=C2)C=C1)=O (6-Ethyl-2-(4-benzylpiperazino)pyrido[4,3-d]pyrimidin-5(6H)-one). Isolated yield 87.0%. Reaction SMILES: [H-].[Na+].[CH2:3]([N:10]1[CH2:15][CH2:14][N:13]([C:16]2[N:21]=[C:20]([CH3:22])[C:19]([C:23]([NH:25][CH2:26][CH3:27])=[O:24])=[CH:18][N:17]=2)[CH2:12][CH2:11]1)[C:4]1[CH:9]=[CH:8][CH:7]=[CH:6][CH:5]=1.[CH3:28]CCCCC>CN(C)C=O>[CH2:26]([N:25]1[CH:28]=[CH:22][C:20]2[N:21]=[C:16]([N:13]3[CH2:14][CH2:15][N:10]([CH2:3][C:4]4[CH:9]=[CH:8][CH:7]=[CH:6][CH:5]=4)[CH2:11][CH2:12]3)[N:17]=[CH:18][C:19]=2[C:23]1=[O:24])[CH3:27] |f:0.1|. Procedure: After washing 240 mg of sodium hydride (60% in oil, 6 mmol) with hexane, it was suspended in 3 ml of N,N-dimethylformamide (DMF). Thereafter, a DMF solution (10 ml) of 1.7 g (5 mmol) of 2-(4-benzylpiperazino)-N-ethyl-4-methylpyrimidine-5-carboxylic acid amide (Referential Example 5) was added and the reactants were reacted at 150° C. for 1.5 hours. After distilling off DMF under reduced pressure, 100 ml of water was added, followed by extraction with ethyl acetate. The ethyl acetate layer was wa... Starting materials: CC(=O)[O-], CC(=O)O, Cc1ccccc1, CC(=O)C(C)(C)C, N#CCC#N, [NH4+]. Product: CC(=C(C#N)C#N)C(C)(C)C. Reaction SMILES: [CH3:14][C:15](=[O:16])[O-:17].[CH3:18][C:19](=[O:20])[OH:21].[CH3:22][c:23]1[cH:24][cH:25][cH:26][cH:27][cH:28]1.[CH3:6][C:7]([C:8]([CH3:9])=[O:10])([CH3:11])[CH3:12].[N:1]#[C:2][CH2:3][C:4]#[N:5].[NH4+:13]>>[N:1]#[C:2][C:3]([C:4]#[N:5])=[C:8]([C:7]([CH3:6])([CH3:11])[CH3:12])[CH3:9]. The reactants are ice, NC1=C([Se]C(=C1)C(C)(C)C)C(=O)N (3-amino-5-(tert-butyl)selenophene-2-carboxamide), N(=O)[O-].[Na+] (sodium nitrite). The solvent is S(O)(O)(=O)=O (sulfuric acid), S(O)(O)(=O)=O (sulfuric acid). Run at temperature 0 celsius, time 1 hour. Product: C(C)(C)(C)C1=CC=2N=NNC(C2[Se]1)=O (6-(tert-Butyl)-3H-selenopheno[3,2-d]1,2,3-triazin-4-one). Yield: 76.8%. Reaction SMILES: [NH2:1][C:2]1[CH:6]=[C:5]([C:7]([CH3:10])([CH3:9])[CH3:8])[Se:4][C:3]=1[C:11]([NH2:13])=[O:12].[N:14]([O-])=O.[Na+]>S(=O)(=O)(O)O>[C:7]([C:5]1[Se:4][C:3]2[C:11](=[O:12])[NH:13][N:14]=[N:1][C:2]=2[CH:6]=1)([CH3:10])([CH3:8])[CH3:9] |f:1.2|. Reported procedure: To an ice cold solution (0° C.) of 3-amino-5-(tert-butyl)selenophene-2-carboxamide (3.0 g, 12.2 mmol) in concentrated sulfuric acid (50 mL) was added a cold (0° C.) solution of sodium nitrite (0.92 g, 13.4 mmol) in concentrated sulfuric acid (10 mL) for 10 min (while adding, the temperature should keep between −5-0° C.). After addition, the mixture was stirred at 0° C. for 1 h and at rt for 1 h. The reaction mixture was cooled and poured into crushed ice slowly with stirring for 15 min and stirr...